This data is from the Open Reaction Database (ORD), a public repository of structured organic reaction records. The task is: describe an organic reaction: reactants, conditions, products, and yield Starting materials: CCOC(=O)Cc1ccc(S(=O)(=O)Cl)cc1, Cl, Nc1ccccn1, O, c1ccncc1. Yields the product CCOC(=O)Cc1ccc(S(=O)(=O)Nc2ccccn2)cc1. RXN SMILES: [CH2:8]([CH3:9])[O:10][C:11]([CH2:12][c:13]1[cH:14][cH:15][c:16]([S:19](=[O:20])(=[O:21])[Cl:22])[cH:17][cH:18]1)=[O:23].[ClH:24].[NH2:1][c:2]1[n:3][cH:4][cH:5][cH:6][cH:7]1.[OH2:25].[cH:26]1[cH:27][cH:28][n:29][cH:30][cH:31]1>>[NH:1]([c:2]1[n:3][cH:4][cH:5][cH:6][cH:7]1)[S:19]([c:16]1[cH:15][cH:14][c:13]([CH2:12][C:11]([O:10][CH2:8][CH3:9])=[O:23])[cH:18][cH:17]1)(=[O:20])=[O:21]. The reactants are [Li]CCCC, CN(C)CCN(C)C, CCCCCC, ClP(C1CCCCC1)C1CCCCC1, O, Cc1cc(C)c(-n2ccnc2)c(C)c1. The product is Cc1cc(C)c(-n2ccnc2P(C2CCCCC2)C2CCCCC2)c(C)c1. As a reaction SMILES: [CH2:23]([Li:24])[CH2:25][CH2:26][CH3:27].[CH3:1][N:2]([CH3:3])[CH2:4][CH2:5][N:6]([CH3:7])[CH3:8].[CH3:42][CH2:43][CH2:44][CH2:45][CH2:46][CH3:47].[CH:28]1([P:34]([Cl:35])[CH:36]2[CH2:37][CH2:38][CH2:39][CH2:40][CH2:41]2)[CH2:29][CH2:30][CH2:31][CH2:32][CH2:33]1.[OH2:48].[c:9]1([CH3:22])[c:10](-[n:17]2[cH:18][n:19][cH:20][cH:21]2)[c:11]([CH3:16])[cH:12][c:13]([CH3:15])[cH:14]1>>[c:9]1([CH3:22])[c:10](-[n:17]2[c:18]([P:34]([CH:28]3[CH2:29][CH2:30][CH2:31][CH2:32][CH2:33]3)[CH:36]3[CH2:37][CH2:38][CH2:39][CH2:40][CH2:41]3)[n:19][cH:20][cH:21]2)[c:11]([CH3:16])[cH:12][c:13]([CH3:15])[cH:14]1.